Task: describe an organic reaction: reactants, conditions, products, and yield. Dataset: the Open Reaction Database (ORD), a public repository of structured organic reaction records Starting materials: [Al+3], COc1ccc(C(=O)c2ccc(Br)cc2F)cc1, [Cl-], [Cl-], [Cl-], O, c1ccccc1. The product is O=C(c1ccc(O)cc1)c1ccc(Br)cc1F. RXN SMILES: [Al+3:20].[Br:1][c:2]1[cH:3][c:4]([F:18])[c:5]([C:8](=[O:9])[c:10]2[cH:11][cH:12][c:13]([O:16][CH3:17])[cH:14][cH:15]2)[cH:6][cH:7]1.[Cl-:19].[Cl-:21].[Cl-:22].[OH2:23].[cH:24]1[cH:25][cH:26][cH:27][cH:28][cH:29]1>>[Br:1][c:2]1[cH:3][c:4]([F:18])[c:5]([C:8](=[O:9])[c:10]2[cH:11][cH:12][c:13]([OH:16])[cH:14][cH:15]2)[cH:6][cH:7]1. Starting materials: C1CCOC1, COC(=O)C(C)(C)NCc1ccncc1, CC(C)c1ccc(N)cc1[N+](=O)[O-], O=C(Cl)OC(Cl)(Cl)Cl. The product is CC(C)c1ccc(N2C(=O)N(Cc3ccncc3)C(C)(C)C2=O)cc1[N+](=O)[O-]. RXN SMILES: [CH2:37]1[O:38][CH2:39][CH2:40][CH2:41]1.[CH3:22][O:23][C:24]([C:25]([CH3:26])([NH:27][CH2:28][c:29]1[cH:30][cH:31][n:32][cH:33][cH:34]1)[CH3:35])=[O:36].[N+:9](=[O:10])([O-:11])[c:12]1[cH:13][c:14]([NH2:15])[cH:16][cH:17][c:18]1[CH:19]([CH3:20])[CH3:21].[O:1]=[C:2]([Cl:3])[O:4][C:5]([Cl:6])([Cl:7])[Cl:8]>>[O:1]=[C:2]1[N:15]([c:14]2[cH:13][c:12]([N+:9](=[O:10])[O-:11])[c:18]([CH:19]([CH3:20])[CH3:21])[cH:17][cH:16]2)[C:24](=[O:36])[C:25]([CH3:26])([CH3:35])[N:27]1[CH2:28][c:29]1[cH:30][cH:31][n:32][cH:33][cH:34]1. The reactants are C(C1=CC=CC=C1)=O (Benzaldehyde), C(#N)[BH3-].[Na+] (sodium cyanoborohydride), ice water, C(C1=CC=CC=C1)=O (benzaldehyde), C(#N)[BH3-].[Na+] (sodium cyanoborohydride), C(O)([O-])=O.[Na+] (sodium hydrogencarbonate), NC1=CC(=C(CN2C(=NC=3C2=NC(=CC3)C(=O)OC)C)C=C1)Cl (Methyl 3-(4-amino-2-chlorobenzyl)-2-methyl-3H-imidazo[4,5-b]pyridine-5-carboxylate). The reagents and catalysts are [Cl-].[Zn+2].[Cl-] (zinc chloride), [Cl-].[Zn+2].[Cl-] (zinc chloride). Run in CO (methanol). Run at time 2 hour. Product: C(C1=CC=CC=C1)NC1=CC(=C(CN2C(=NC=3C2=NC(=CC3)C(=O)OC)C)C=C1)Cl (Methyl 3-(4-(benzylamino)-2-chlorobenzyl)-2-methyl-3H-imidazo[4,5-b]pyridine-5-carboxylate). Yield: 94.3%. Reaction SMILES: [NH2:1][C:2]1[CH:22]=[CH:21][C:5]([CH2:6][N:7]2[C:11]3=[N:12][C:13]([C:16]([O:18][CH3:19])=[O:17])=[CH:14][CH:15]=[C:10]3[N:9]=[C:8]2[CH3:20])=[C:4]([Cl:23])[CH:3]=1.[CH:24](=O)[C:25]1[CH:30]=[CH:29][CH:28]=[CH:27][CH:26]=1.C([BH3-])#N.[Na+].C(=O)([O-])O.[Na+]>CO.[Cl-].[Zn+2].[Cl-]>[CH2:24]([NH:1][C:2]1[CH:22]=[CH:21][C:5]([CH2:6][N:7]2[C:11]3=[N:12][C:13]([C:16]([O:18][CH3:19])=[O:17])=[CH:14][CH:15]=[C:10]3[N:9]=[C:8]2[CH3:20])=[C:4]([Cl:23])[CH:3]=1)[C:25]1[CH:30]=[CH:29][CH:28]=[CH:27][CH:26]=1 |f:2.3,4.5,7.8.9|. Reported procedure: Methyl 3-(4-amino-2-chlorobenzyl)-2-methyl-3H-imidazo[4,5-b]pyridine-5-carboxylate (100 mg) was dissolved in methanol (1 ml), and benzaldehyde (39 mg), zinc chloride (49 mg) and sodium cyanoborohydride (23 mg) were added. The mixture was stirred at room temperature for 2 hr and refluxed under heating for 15 min. Benzaldehyde (16 mg), zinc chloride (21 mg) and sodium cyanoborohydride (10 mg) were added and the mixture was stirred at room temperature for 1 hr. To the reaction mixture was added ice... The product is COC(=O)NC(C(=O)N1CCCC1c1nc(-c2ccc(-c3ccc(C(=O)CNC(=O)C4CCC5(CCOCC5)N4C(C)=O)cc3)cc2)c[nH]1)C(C)C. RXN SMILES: [C:1]([CH3:2])(=[O:3])[N:4]1[CH:5]([C:14](=[O:15])[OH:16])[CH2:6][CH2:7][C:8]12[CH2:9][CH2:10][O:11][CH2:12][CH2:13]2.[CH3:17][CH:18]([CH3:19])[CH:20]([NH:21][C:22]([O:23][CH3:24])=[O:25])[C:26]([N:27]1[CH:28]([C:29](=[O:30])[NH:39][CH2:40][C:41](=[O:42])[c:43]2[cH:44][cH:45][c:46](-[c:49]3[cH:50][cH:51][c:52](-[c:55]4[n:56][c:57]([CH:60]5[N:61]([C:65]([CH:66]([CH:67]([CH3:68])[CH3:69])[NH:70][C:71](=[O:72])[O:73][CH3:74])=[O:75])[CH2:62][CH2:63][CH2:64]5)[nH:58][cH:59]4)[cH:53][cH:54]3)[cH:47][cH:48]2)[CH2:31][C:32]2([CH2:33][N:34]([C:35]([O:36][C:37]([CH3:38])([CH3:76])[CH3:77])=[O:78])[CH2:79]2)[CH2:80]1)=[O:81]>>[C:1]([CH3:2])(=[O:3])[N:4]1[CH:5]([C:14](=[O:16])[NH:39][CH2:40][C:41](=[O:42])[c:43]2[cH:44][cH:45][c:46](-[c:49]3[cH:50][cH:51][c:52](-[c:55]4[n:56][c:57]([CH:60]5[N:61]([C:65]([CH:66]([CH:67]([CH3:68])[CH3:69])[NH:70][C:71](=[O:72])[O:73][CH3:74])=[O:75])[CH2:62][CH2:63][CH2:64]5)[nH:58][cH:59]4)[cH:53][cH:54]3)[cH:47][cH:48]2)[CH2:6][CH2:7][C:8]12[CH2:9][CH2:10][O:11][CH2:12][CH2:13]2. Starting materials: CC(=O)N1C(C(=O)O)CCC12CCOCC2, COC(=O)NC(C(=O)N1CC2(CC1C(=O)NCC(=O)c1ccc(-c3ccc(-c4c[nH]c(C5CCCN5C(=O)C(NC(=O)OC)C(C)C)n4)cc3)cc1)CN(C(=O)OC(C)(C)C)C2)C(C)C. The reactants are C(C)OC(=O)C1=C(SC=C1C1=C(C(=CC=C1)Cl)Cl)N (2-amino-4-(2,3-dichlorophenyl)thiophene-3-carboxylic acid ethyl ester), C1(C=2C(C(=O)O1)=CC=CC2)=O (phthalic anhydride). Run in C(C)(=O)O (acetic acid). Yields the product C(C)OC(=O)C1=C(SC=C1C1=C(C(=CC=C1)Cl)Cl)N1C(C2=CC=CC=C2C1=O)=O (4-(2,3-Dichlorophenyl)-2-(1,3-dioxo-1,3-dihydroisoindol-2-yl)-thiophene-3-carboxylic acid ethyl ester). As a reaction SMILES: [CH2:1]([O:3][C:4]([C:6]1[C:10]([C:11]2[CH:16]=[CH:15][CH:14]=[C:13]([Cl:17])[C:12]=2[Cl:18])=[CH:9][S:8][C:7]=1[NH2:19])=[O:5])[CH3:2].[C:20]1(=O)[O:25][C:23](=[O:24])[C:22]2=[CH:26][CH:27]=[CH:28][CH:29]=[C:21]12>C(O)(=O)C>[CH2:1]([O:3][C:4]([C:6]1[C:10]([C:11]2[CH:16]=[CH:15][CH:14]=[C:13]([Cl:17])[C:12]=2[Cl:18])=[CH:9][S:8][C:7]=1[N:19]1[C:23](=[O:24])[C:22]2[C:21](=[CH:29][CH:28]=[CH:27][CH:26]=2)[C:20]1=[O:25])=[O:5])[CH3:2]. Procedure details: A mixture of 2-amino-4-(2,3-dichlorophenyl)thiophene-3-carboxylic acid ethyl ester (2 mmol, Example 25, Part B) and phthalic anhydride (2.2 mmol) in glacial acetic acid (20 mL) is heated at reflux overnight. After cooling to room temperature, the acetic acid is removed in vacuo and the residue triturated with petroleum ether. The crude product is collected by filtration, suspended in acetyl chloride (5 mL), and heated to reflux for one hour. After removing the solvent in vacuo, the residue is di... Starting materials: C1(CCCC1)[Si](OCC)(OCC)OCC (cyclopentyl triethoxysilane), C(C)(C)(CC)O (tert-amyl alcohol), [O-]CC.[Na+] (sodium ethoxide), C[Si](Cl)(C)C (trimethylchlorosilane). Product: C(C)(C)(CC)O[Si](OCC)(OCC)C1CCCC1 (tert-amyloxy cyclopentyl diethoxysilane). Yield: 78.6%. Reaction SMILES: [CH:1]1([Si:6](OCC)([O:10][CH2:11][CH3:12])[O:7][CH2:8][CH3:9])[CH2:5][CH2:4][CH2:3][CH2:2]1.[C:16]([OH:21])([CH2:19][CH3:20])([CH3:18])[CH3:17].[O-]CC.[Na+].C[Si](C)(C)Cl>>[C:16]([O:21][Si:6]([CH:1]1[CH2:2][CH2:3][CH2:4][CH2:5]1)([O:10][CH2:11][CH3:12])[O:7][CH2:8][CH3:9])([CH2:19][CH3:20])([CH3:18])[CH3:17] |f:2.3|. Procedure details: In a 100 ml three-neck flask provided with a magnetic stirrer and a reflux condenser were charged 20.5 g (0.0882 mole) of cyclopentyl triethoxysilane, 128 g (1.46 mole) of tert-amyl alcohol and 0.953 g (14.0 m mole) of sodium ethoxide, which were then reacted with each other in an oil bath of 105° C. for 24 hours under stirring. Subsequently, trimethylchlorosilane was added to neutralize the alkali. Then, 19.0 g (0.0693 mole) of tert-amyloxy cyclopentyl diethoxysilane were obtained by vacuum dis... The reactants are C(#N)C1=NC=CC(=C1)CCC(=O)OC(C)(C)C (tert-Butyl 3-(2-cyano-4-pyridyl)propanoate), BrC=1C=C(C(C(=O)O)=CC1)S (4-bromothiosalicylic acid). The solvent is N1=CC=CC=C1 (pyridine). Yields the product BrC1=CC2=C(C(N=C(S2)C2=NC=CC(=C2)CCC(=O)OC(C)(C)C)=O)C=C1 (tert-Butyl 3-[2-(7-bromo-4-oxo-4H-1,3-benzothiazin-2-yl)-4-pyridyl]propanoate). Yield: 25.1%. As a reaction SMILES: [C:1]([C:3]1[CH:8]=[C:7]([CH2:9][CH2:10][C:11]([O:13][C:14]([CH3:17])([CH3:16])[CH3:15])=[O:12])[CH:6]=[CH:5][N:4]=1)#[N:2].[Br:18][C:19]1[CH:20]=[C:21]([SH:28])[C:22](=[CH:26][CH:27]=1)[C:23](O)=[O:24]>N1C=CC=CC=1>[Br:18][C:19]1[CH:27]=[CH:26][C:22]2[C:23](=[O:24])[N:2]=[C:1]([C:3]3[CH:8]=[C:7]([CH2:9][CH2:10][C:11]([O:13][C:14]([CH3:17])([CH3:16])[CH3:15])=[O:12])[CH:6]=[CH:5][N:4]=3)[S:28][C:21]=2[CH:20]=1. Procedure: tert-Butyl 3-(2-cyano-4-pyridyl)propanoate (1.3 g, 5.6 mmol) and 4-bromothiosalicylic acid (1.8 g, 8.0 mmol) were dissolved in pyridine (20 ml), and the mixture was refluxed for 18 hrs. The solvent was evaporated, and the residue was subjected to a silica gel column chromatography. The fractions eluted with hexane-ethyl acetate (3:2, v/v) were collected, concentrated and recrystallized from hexane-tetrahydrofuran to give the titled compound (0.63 g, 25%) as white crystals. The reactants are ClC=1NC2=C(N1)C=CC=C2 (2-chlorobenzimidazole), CNC1CN(CC1)C (3-methylamino-1-methylpyrrolidine). The solvent is [OH-].[Na+] (NaOH). Run at temperature 120 celsius. The product is CN(C1=NC2=C(N1)C=CC=C2)C2CN(CC2)C (N-Methyl-N-(1-methyl-3-pyrrolidinyl)-1H-benzimidazol-2-amine). The yield is 39.5%. Reaction SMILES: Cl[C:2]1[NH:3][C:4]2[CH:10]=[CH:9][CH:8]=[CH:7][C:5]=2[N:6]=1.[CH3:11][NH:12][CH:13]1[CH2:17][CH2:16][N:15]([CH3:18])[CH2:14]1>[OH-].[Na+]>[CH3:11][N:12]([CH:13]1[CH2:17][CH2:16][N:15]([CH3:18])[CH2:14]1)[C:2]1[NH:3][C:4]2[CH:10]=[CH:9][CH:8]=[CH:7][C:5]=2[N:6]=1 |f:2.3|. Procedure: A mixture of 2-chlorobenzimidazole (25 g, 0.165 mol) and 3-methylamino-1-methylpyrrolidine (72 g, 0.63 mol) was heated at 120° C. with an oil bath for 18 hr. After cooling, 500 ml of 2.5N NaOH solution was added and the mixture extracted twice with 100 ml portions of methylene chloride. The methylene chloride extracts were combined and washed successively with 2×100 ml portions of 2.5N NaOH solution and 3×100 ml portions of water. The methylene chloride solution was dried (Na2SO4) and concentrat... Product: CCN(CC)C(=O)CSc1cnc(NC(=O)C(CC2CCCC2)c2ccc(S(C)(=O)=O)cc2)s1. Reaction SMILES: [CH2:43]([CH3:44])[NH:45][CH2:46][CH3:47].[CH3:32][N:33]([CH3:34])[CH2:35][CH2:36][CH2:37][N:38]=[C:39]=[N:40][CH2:41][CH3:42].[CH:1]1([CH2:6][CH:7]([C:8](=[O:9])[NH:10][c:11]2[s:12][c:13]([S:16][CH2:17][C:18](=[O:19])[OH:20])[cH:14][n:15]2)[c:21]2[cH:22][cH:23][c:24]([S:27](=[O:28])(=[O:29])[CH3:30])[cH:25][cH:26]2)[CH2:2][CH2:3][CH2:4][CH2:5]1.[CH:48]([N:49]([CH2:50][CH3:51])[CH:52]([CH3:53])[CH3:54])([CH3:55])[CH3:56].[ClH:31].[O:57]=[CH:58][N:59]([CH3:60])[CH3:61]>>[CH:1]1([CH2:6][CH:7]([C:8](=[O:9])[NH:10][c:11]2[s:12][c:13]([S:16][CH2:17][C:18](=[O:19])[N:45]([CH2:43][CH3:44])[CH2:46][CH3:47])[cH:14][n:15]2)[c:21]2[cH:22][cH:23][c:24]([S:27](=[O:28])(=[O:29])[CH3:30])[cH:25][cH:26]2)[CH2:2][CH2:3][CH2:4][CH2:5]1. Starting materials: CCNCC, CCN=C=NCCCN(C)C, CS(=O)(=O)c1ccc(C(CC2CCCC2)C(=O)Nc2ncc(SCC(=O)O)s2)cc1, CCN(C(C)C)C(C)C, Cl, CN(C)C=O.